Dataset: the Open Reaction Database (ORD), a public repository of structured organic reaction records. Task: describe an organic reaction: reactants, conditions, products, and yield Starting materials: ClC1=NC=C(C(=N1)Cl)C(C(C)C)NC1=CC=C(C=C1)OC ((±)-[1-(2,4-dichloro-pyrimidin-5-yl)-2-methyl-propyl]-(4-methoxy-phenyl)-amine), C1(=CC=CC=C1)N=C=O (phenyl isocyanate). The solvent is C1(=CC=CC=C1)C (toluene). Run at temperature 146 celsius. Yields the product ClC1=NC=C(C(=N1)Cl)C(C(C)C)N(C(=O)NC1=CC=CC=C1)C1=CC=C(C=C1)OC ((±)-1-[1-(2,4-dichloro-pyrimidin-5-yl)-2-methyl-propyl]-1-(4-methoxy-phenyl)-3-phenyl-urea). RXN SMILES: [Cl:1][C:2]1[N:7]=[C:6]([Cl:8])[C:5]([CH:9]([NH:13][C:14]2[CH:19]=[CH:18][C:17]([O:20][CH3:21])=[CH:16][CH:15]=2)[CH:10]([CH3:12])[CH3:11])=[CH:4][N:3]=1.[C:22]1([N:28]=[C:29]=[O:30])[CH:27]=[CH:26][CH:25]=[CH:24][CH:23]=1>C1(C)C=CC=CC=1>[Cl:1][C:2]1[N:7]=[C:6]([Cl:8])[C:5]([CH:9]([N:13]([C:14]2[CH:15]=[CH:16][C:17]([O:20][CH3:21])=[CH:18][CH:19]=2)[C:29]([NH:28][C:22]2[CH:27]=[CH:26][CH:25]=[CH:24][CH:23]=2)=[O:30])[CH:10]([CH3:12])[CH3:11])=[CH:4][N:3]=1. Procedure: (±)-[1-(2,4-Dichloro-pyrimidin-5-yl)-2-methyl-propyl]-(4-methoxy-phenyl)-amine (35.0 mg; 0.107 mmol) (from Example 11c supra) and phenyl isocyanate (12.8 μL; 0.12 mmol) (Aldrich) were combined in toluene (0.6 mL), sealed and heated in a microwave reactor (SmithCreator™, 160 seconds to a maximum of 146° C., then 800 seconds at 160° C., and finally 600 seconds at 180° C.). The reaction was incomplete, and the mixture was concentrated and purified by flash chromatography (Biotage 12M; 20:80 ethyl a... Starting materials: ClC1=C(C(=O)Cl)C(=CC=C1)C (2-chloro-6-methylbenzoyl chloride), NC1=CC=CC=C1 (aniline). Product: ClC1=C(C(=O)NC2=CC=CC=C2)C(=CC=C1)C (2-chloro-6-methyl-N-phenylbenzamide). RXN SMILES: [Cl:1][C:2]1[CH:10]=[CH:9][CH:8]=[C:7]([CH3:11])[C:3]=1[C:4](Cl)=[O:5].[NH2:12][C:13]1[CH:18]=[CH:17][CH:16]=[CH:15][CH:14]=1>>[Cl:1][C:2]1[CH:10]=[CH:9][CH:8]=[C:7]([CH3:11])[C:3]=1[C:4]([NH:12][C:13]1[CH:18]=[CH:17][CH:16]=[CH:15][CH:14]=1)=[O:5]. Procedure details: In one embodiment, the step comprises combining 2-chloro-6-methylbenzoyl chloride with aniline to afford 2-chloro-6-methyl-N-phenylbenzamide. In one embodiment, the step is optionally carried out in the presence of a base (e.g., an amine base such as Et3N). Reaction SMILES: [NH2:1][C:2]1[N:7]=[C:6]([O:8][CH3:9])[CH:5]=[C:4]([CH3:10])[N:3]=1.[CH3:11][O:12][C:13]([C:15]1[S:16][CH:17]=[CH:18][C:19]=1[S:20]([N:23]=[C:24]=[O:25])(=[O:22])=[O:21])=[O:14]>C(#N)C>[CH3:9][O:8][C:6]1[CH:5]=[C:4]([CH3:10])[N:3]=[C:2]([NH:1][C:24]([NH:23][S:20]([C:19]2[CH:18]=[CH:17][S:16][C:15]=2[C:13]([O:12][CH3:11])=[O:14])(=[O:21])=[O:22])=[O:25])[N:7]=1. Reactants: NC1=NC(=CC(=N1)OC)C (2-amino-4-methoxy-6-methylpyrimidine), COC(=O)C=1SC=CC1S(=O)(=O)N=C=O (2-methoxycarbonyl-3-thiophenesulfonylisocyanate). Yields the product COC1=NC(=NC(=C1)C)NC(=O)NS(=O)(=O)C1=C(SC=C1)C(=O)OC (Methyl 3-[[(4-methoxy-6-methylpyrimidin-2-yl)aminocarbonyl]aminosulfonyl]-2-thiophenecarboxylate). Reported procedure: To 1.4 g of 2-amino-4-methoxy-6-methylpyrimidine in 30 ml of anhydrous acetonitrile was added at ambient temperature, with stirring 3.6 g of 2-methoxycarbonyl-3-thiophenesulfonylisocyanate. The mixture was heated to the boiling point and then allowed to cool to ambient temperature. After stirring for sixteen hours the precipitate present in the mixture was filtered off and washed with anhydrous ethyl ether. The product thus obtained which melted at 165°-173° showed absorption peaks by infrared s... Run in C(C)#N (acetonitrile). Reaction SMILES: [Cl:1][C:2]1[C:12]2[CH2:11][CH2:10][NH:9][CH2:8][CH2:7][C:6]=2[CH:5]=[CH:4][CH:3]=1.[C:13](OC(=O)C)(=[O:15])[CH3:14]>N1C=CC=CC=1>[C:13]([N:9]1[CH2:8][CH2:7][C:6]2[CH:5]=[CH:4][CH:3]=[C:2]([Cl:1])[C:12]=2[CH2:11][CH2:10]1)(=[O:15])[CH3:14]. Procedure: A solution of 1.5 g. of 6-chloro-2,3,4,5-tetrahydro-1H-3-benzazepine, 2.0 g. of acetic anhydride and 20 ml. of pyridine was stirred at room temperature for 3 hours. The mixture was concentrated in vacuo and the residue washed with 3N hydrochloric acid, then water, to yield 3-acetyl-6-chloro-2,3,4,5-tetrahydro-1H-3-benzazepine melting at 64°-66°. This amide was reduced in ether with a 50% excess of lithium aluminum hydride at reflux for 6 hours. Upon decomposition of excess reducing agent, the re... Solvent: N1=CC=CC=C1 (pyridine). Starting materials: ClC1=CC=CC=2CCNCCC21 (6-chloro-2,3,4,5-tetrahydro-1H-3-benzazepine), C(C)(=O)OC(C)=O (acetic anhydride). The product is C(C)(=O)N1CCC2=C(CC1)C=CC=C2Cl (3-acetyl-6-chloro-2,3,4,5-tetrahydro-1H-3-benzazepine).